This data is from the Open Reaction Database (ORD), a public repository of structured organic reaction records. The task is: describe an organic reaction: reactants, conditions, products, and yield The reactants are ClC=1N=C(C2=C(N1)N(C=C2)COCC[Si](C)(C)C)NC2=C(C=CC=C2)S(=O)(=O)C(C)C (2-chloro-N-[2-(propan-2-ylsulfonyl)phenyl]-7-{[2-(trimethylsilyl)ethoxy]methyl}-7H-pyrrolo[2,3-d]pyrimidin-4-amine), Cl.CP(=O)(C)C1=CC(=C(N)C=C1)OC (4-(dimethylphosphoryl)-2-methoxyaniline hydrochloride), CC1(C2=C(C(=CC=C2)P(C3=CC=CC=C3)C4=CC=CC=C4)OC5=C(C=CC=C51)P(C6=CC=CC=C6)C7=CC=CC=C7)C (Xanthphos), C(C)(C)(C)O[Na] (t-BuONa). The reagents and catalysts are C=1C=CC(=CC1)/C=C/C(=O)/C=C/C2=CC=CC=C2.C=1C=CC(=CC1)/C=C/C(=O)/C=C/C2=CC=CC=C2.C=1C=CC(=CC1)/C=C/C(=O)/C=C/C2=CC=CC=C2.[Pd].[Pd] (Pd2(dba)3). Product: CP(=O)(C)C1=CC(=C(C=C1)NC=1N=C(C2=C(N1)N(C=C2)COCC[Si](C)(C)C)NC2=C(C=CC=C2)S(=O)(=O)C(C)C)OC (N2-[4-(dimethylphosphoryl)-2-methoxyphenyl]-N4-[2-(propan-2-ylsulfonyl)phenyl]-7-{[2-(trimethylsilyl)ethoxy]methyl}-7H-pyrrolo[2,3-d]pyrimidine-2,4-diamine). Isolated yield 54.0%. As a reaction SMILES: Cl[C:2]1[N:3]=[C:4]([NH:19][C:20]2[CH:25]=[CH:24][CH:23]=[CH:22][C:21]=2[S:26]([CH:29]([CH3:31])[CH3:30])(=[O:28])=[O:27])[C:5]2[CH:10]=[CH:9][N:8]([CH2:11][O:12][CH2:13][CH2:14][Si:15]([CH3:18])([CH3:17])[CH3:16])[C:6]=2[N:7]=1.Cl.[CH3:33][P:34]([C:37]1[CH:43]=[CH:42][C:40]([NH2:41])=[C:39]([O:44][CH3:45])[CH:38]=1)([CH3:36])=[O:35].CC1(C)C2C(=C(P(C3C=CC=CC=3)C3C=CC=CC=3)C=CC=2)OC2C(P(C3C=CC=CC=3)C3C=CC=CC=3)=CC=CC1=2.C(O[Na])(C)(C)C>C1C=CC(/C=C/C(/C=C/C2C=CC=CC=2)=O)=CC=1.C1C=CC(/C=C/C(/C=C/C2C=CC=CC=2)=O)=CC=1.C1C=CC(/C=C/C(/C=C/C2C=CC=CC=2)=O)=CC=1.[Pd].[Pd]>[CH3:36][P:34]([C:37]1[CH:43]=[CH:42][C:40]([NH:41][C:2]2[N:3]=[C:4]([NH:19][C:20]3[CH:25]=[CH:24][CH:23]=[CH:22][C:21]=3[S:26]([CH:29]([CH3:31])[CH3:30])(=[O:28])=[O:27])[C:5]3[CH:10]=[CH:9][N:8]([CH2:11][O:12][CH2:13][CH2:14][Si:15]([CH3:17])([CH3:18])[CH3:16])[C:6]=3[N:7]=2)=[C:39]([O:44][CH3:45])[CH:38]=1)([CH3:33])=[O:35] |f:1.2,5.6.7.8.9|. Procedure: To a microwave reaction tube was charged with 2-chloro-N-[2-(propan-2-ylsulfonyl)phenyl]-7-{[2-(trimethylsilyl)ethoxy]methyl}-7H-pyrrolo[2,3-d]pyrimidin-4-amine (180 mg, 0.374 mmol), 4-(dimethylphosphoryl)-2-methoxyaniline hydrochloride (105 mg, 0.45 mmol), Pd2(dba)3 (34 mg, 0.0374 mmol), Xanthphos (26 mg, 0.045 mmol), and t-BuONa (129 mg, 1.346 mmol). This mixture was degassed via 3-cycle of vacuum and re-fill with N2. Anhydrous 1,4-dioxane (2 mL from sure-seal bottle) was added and the reactio...